This data is from the Open Reaction Database (ORD), a public repository of structured organic reaction records. The task is: describe an organic reaction: reactants, conditions, products, and yield The reactants are FC1=C(C(=CC=C1)F)N1C(C=CC2=C1N=C(N=C2C=2C=C(C(=O)O)C=CC2C)SC)=O (3-[8-(2,6-difluorophenyl)-2-(methylthio)-7-oxo-7,8-dihydropyrido[2,3-d]pyrimidin-4-yl]-4-methylbenzoic acid), CN(CCNC)C (N,N,N′-trimethyl-1,2-ethanediamine), CC(C)N (2-propanamine), amide. The product is FC1=C(C(=CC=C1)F)N1C(C=CC2=C1N=C(N=C2C=2C=C(C(=O)NC(C)C)C=CC2C)N(C)CCN(C)C)=O (3-{8-(2,6-difluorophenyl)-2-[[2-(dimethylamino)ethyl](methyl)amino]-7-oxo-7,8-dihydropyrido[2,3-d]-pyrimidin-4-yl}-4-methyl-N-(1-methylethyl)benzamide). RXN SMILES: [F:1][C:2]1[CH:7]=[CH:6][CH:5]=[C:4]([F:8])[C:3]=1[N:9]1[C:14]2[N:15]=[C:16](SC)[N:17]=[C:18]([C:19]3[CH:20]=[C:21]([CH:25]=[CH:26][C:27]=3[CH3:28])[C:22](O)=[O:23])[C:13]=2[CH:12]=[CH:11][C:10]1=[O:31].[CH3:32][CH:33]([NH2:35])[CH3:34].[CH3:36][N:37]([CH3:42])[CH2:38][CH2:39][NH:40][CH3:41]>>[F:1][C:2]1[CH:7]=[CH:6][CH:5]=[C:4]([F:8])[C:3]=1[N:9]1[C:14]2[N:15]=[C:16]([N:40]([CH2:39][CH2:38][N:37]([CH3:42])[CH3:36])[CH3:41])[N:17]=[C:18]([C:19]3[CH:20]=[C:21]([CH:25]=[CH:26][C:27]=3[CH3:28])[C:22]([NH:35][CH:33]([CH3:34])[CH3:32])=[O:23])[C:13]=2[CH:12]=[CH:11][C:10]1=[O:31]. Procedure details: The title compound was prepared from 3-[8-(2,6-difluorophenyl)-2-(methylthio)-7-oxo-7,8-dihydropyrido[2,3-d]pyrimidin-4-yl]-4-methylbenzoic acid by following the procedures in Example 19 using 2-propanamine for the amide formation and N,N,N′-trimethyl-1,2-ethanediamine for the displacement reaction. LC-MS (ES) m/z 534 (M+H)+; 1H-NMR(MeOD) δ 1.27 (d, 6H), 2.08 (m, 3H), 2.23 (m, 3H), 2.32 (s, 3H), 2.38 (m, 1H), 2.52 (m, 1H), 2.90 (s, 1H), 3.21 (s, 2H), 3.50 (m, 1H), 3.83 (m, 1H), 4.23 (m, 1H), 6.3... Starting materials: C1(=CC=CC=C1)C/C=C/CO ((E)-4-Phenylbut-2-en-1-ol), ClC1=CC(=CC=C1)C(=O)OO (m-chloroperbenzoic acid). Solvent: C(Cl)Cl (CH2Cl2). Run at time 8 hour. Yields the product C(C1=CC=CC=C1)C1C(O1)CO ((3-Benzyloxiran-2-yl) methanol). Yield: 86.7%. Reaction SMILES: [C:1]1([CH2:7]/[CH:8]=[CH:9]/[CH2:10][OH:11])[CH:6]=[CH:5][CH:4]=[CH:3][CH:2]=1.ClC1C=CC=C(C(OO)=[O:20])C=1>C(Cl)Cl>[CH2:7]([CH:8]1[O:20][CH:9]1[CH2:10][OH:11])[C:1]1[CH:6]=[CH:5][CH:4]=[CH:3][CH:2]=1. Reported procedure: To a solution of allylic alcohol 7 (5.0 g, 33.7 mmol) in dry CH2Cl2 (60 mL) at 0° C. was added m-chloroperbenzoic acid (8.7 g, 50.6 mmol) in small portions. The resulting solution was stirred for 8 h until complete consumption of starting materials (the progress of the reaction was monitored by TLC). The reaction mixture was quenched with water and the aqueous layer was extracted with CH2Cl2 (3×30 mL). The organic layer was washed with aq. 10% solution of NaHCO3 (15 mL). The combined organic lay... The reactants are CCOC(=O)C(Cc1cccc(OC(F)(F)C(F)F)c1)C(O)c1cccc(OCc2ccccc2)c1, CO, Cl, [Na+], [OH-]. Product: O=C(O)C(Cc1cccc(OC(F)(F)C(F)F)c1)C(O)c1cccc(OCc2ccccc2)c1. As a reaction SMILES: [CH2:1]([c:2]1[cH:3][cH:4][cH:5][cH:6][cH:7]1)[O:8][c:9]1[cH:10][c:11]([CH:15]([CH:16]([C:17](=[O:18])[O:19][CH2:20][CH3:21])[CH2:22][c:23]2[cH:24][c:25]([O:29][C:30]([CH:31]([F:32])[F:33])([F:34])[F:35])[cH:26][cH:27][cH:28]2)[OH:36])[cH:12][cH:13][cH:14]1.[CH3:40][OH:41].[ClH:39].[Na+:38].[OH-:37]>>[CH2:1]([c:2]1[cH:3][cH:4][cH:5][cH:6][cH:7]1)[O:8][c:9]1[cH:10][c:11]([CH:15]([CH:16]([C:17](=[O:18])[OH:19])[CH2:22][c:23]2[cH:24][c:25]([O:29][C:30]([CH:31]([F:32])[F:33])([F:34])[F:35])[cH:26][cH:27][cH:28]2)[OH:36])[cH:12][cH:13][cH:14]1. Yields the product O=C1c2ccccc2COc2cc(Br)ccc21. Reactants: O=C(O)c1ccccc1COc1cccc(Br)c1, O. RXN SMILES: [Br:1][c:2]1[cH:3][c:4]([O:5][CH2:6][c:7]2[c:8]([C:9](=[O:10])[OH:11])[cH:12][cH:13][cH:14][cH:15]2)[cH:16][cH:17][cH:18]1.[OH2:19]>>[Br:1][c:2]1[cH:3][c:4]2[c:16]([cH:17][cH:18]1)[C:9](=[O:11])[c:8]1[c:7]([cH:15][cH:14][cH:13][cH:12]1)[CH2:6][O:5]2. Reactants: COC(C(=O)O)C1=CC=C(C=C1)OCC1=NC2=CC=CC=C2C=C1 (2-methoxy-2-[4-(quinolin-2-yl-methoxy)phenyl]acetic acid), C1=C(C=CC2=CC=CC=C12)COC=1C=C(C=CC1)C(CCCC1=CC=CC=C1)ON=CC(=O)O ({[1-(3-[2-naphthylmethoxy]phenyl)-4-phenylbutyl]oximino}acetic acid), N (NH3). As a reaction SMILES: [CH3:1][O:2][CH:3]([C:7]1[CH:12]=[CH:11][C:10]([O:13][CH2:14][C:15]2[CH:24]=[CH:23][C:22]3[C:17](=[CH:18][CH:19]=[CH:20][CH:21]=3)[N:16]=2)=[CH:9][CH:8]=1)[C:4](O)=[O:5].C1C2C(=CC=CC=2)C=CC=1COC1C=C(C([O:53][N:54]=[CH:55]C(O)=O)CCCC2C=CC=CC=2)C=CC=1.N>>[OH:53][N:54]([CH3:55])[C:4](=[O:5])[CH:3]([O:2][CH3:1])[C:7]1[CH:12]=[CH:11][C:10]([O:13][CH2:14][C:15]2[CH:24]=[CH:23][C:22]3[C:17](=[CH:18][CH:19]=[CH:20][CH:21]=3)[N:16]=2)=[CH:9][CH:8]=1. Procedure: The desired material was prepared according to the procedures described in Example 5 substituting 2-methoxy-2-[4-(quinolin-2-yl-methoxy)phenyl]acetic acid for {[1-(3-[2-naphthylmethoxy]phenyl)-4-phenylbutyl]oximino}acetic acid. 1H NMR (DMSO-d6, 300 MHz) δ 3.06 (s, 3H), 3.21 (s, 3H), 5.24 (s, 1H), 5.37 (s, 2H), 7.03 (d, J=7Hz, 2H), 7.3 (d, J=7Hz, 2H), 7.63 (m, 1H), 7.68 (d, J=8Hz, 1H), 7.8 (dt, J=8Hz, 2Hz, 1H), 8.0 (m, 2H), 8.42 (d, J=8Hz, 1H), 9.9 (s, 1H). IR (CDCl3): 3640, 3500, 3220, 1640, 161... Product: ON(C(C(C1=CC=C(C=C1)OCC1=NC2=CC=CC=C2C=C1)OC)=O)C (2-Methoxy-2-[4-(quinolin-2-yl-methoxy)phenyl]acetic acid N-hydroxy-N-methyl-amide). Reaction conditions: temperature -78 celsius, time 2.5 hour. As a reaction SMILES: [Br:1][C:2]1[CH:7]=[CH:6][N:5]=[C:4]2[N:8]([S:11]([C:14]3[CH:19]=[CH:18][CH:17]=[CH:16][CH:15]=3)(=[O:13])=[O:12])[CH:9]=[CH:10][C:3]=12.C([N-]C(C)C)(C)C.[Li+].[I:28]I>O1CCCC1>[Br:1][C:2]1[CH:7]=[CH:6][N:5]=[C:4]2[N:8]([S:11]([C:14]3[CH:19]=[CH:18][CH:17]=[CH:16][CH:15]=3)(=[O:13])=[O:12])[C:9]([I:28])=[CH:10][C:3]=12 |f:1.2|. Reactants: BrC1=C2C(=NC=C1)N(C=C2)S(=O)(=O)C2=CC=CC=C2 (4-bromo-1-(phenylsulfonyl)-1H-pyrrolo[2,3-b]pyridine), C(C)(C)[N-]C(C)C.[Li+] (lithium diisopropylamide), II (iodine). Run in O1CCCC1 (tetrahydrofuran), O1CCCC1 (tetrahydrofuran). Procedure: To a −78° C. solution of Example 135A (250 mg, 0.741 mmol) in 10 mL tetrahydrofuran was added lithium diisopropylamide (2.0M solution in tetrahydrofuran, 0.556 mL, 1.112 mmol) slowly over the course of 5 minutes. The resulting solution was stirred at the same temperature for 30 minutes after which iodine (376 mg, 1.483 mmol) in 5 mL of tetrahydrofuran was slowly added over 10 minutes. The reaction was stirred at −78° C. for 2.5 hours, and was quenched by addition of 1M aqueous sodium thiosulfate... Product: BrC1=C2C(=NC=C1)N(C(=C2)I)S(=O)(=O)C2=CC=CC=C2 (4-bromo-2-iodo-1-(phenylsulfonyl)-1H-pyrrolo[2,3-b]pyridine). Starting materials: C1COCCO1, CO, O, CC1(c2ccc(O)cc2)COc2cc(O)ccc2C1CCCCCCCCCSCCCC(F)(F)C(F)(F)F. Reaction SMILES: [CH2:43]1[O:44][CH2:45][CH2:46][O:47][CH2:48]1.[CH3:40][OH:41].[OH2:42].[OH:1][c:2]1[cH:3][c:4]2[c:5]([cH:38][cH:39]1)[CH:6]([CH2:18][CH2:19][CH2:20][CH2:21][CH2:22][CH2:23][CH2:24][CH2:25][CH2:26][S:27][CH2:28][CH2:29][CH2:30][C:31]([C:32]([F:33])([F:34])[F:35])([F:36])[F:37])[C:7]([CH3:10])([c:11]1[cH:12][cH:13][c:14]([OH:17])[cH:15][cH:16]1)[CH2:8][O:9]2>>[OH:1][c:2]1[cH:3][c:4]2[c:5]([cH:38][cH:39]1)[CH:6]([CH2:18][CH2:19][CH2:20][CH2:21][CH2:22][CH2:23][CH2:24][CH2:25][CH2:26][S:27]([CH2:28][CH2:29][CH2:30][C:31]([C:32]([F:33])([F:34])[F:35])([F:36])[F:37])=[O:41])[C:7]([CH3:10])([c:11]1[cH:12][cH:13][c:14]([OH:17])[cH:15][cH:16]1)[CH2:8][O:9]2. Yields the product CC1(c2ccc(O)cc2)COc2cc(O)ccc2C1CCCCCCCCCS(=O)CCCC(F)(F)C(F)(F)F.